From a dataset of the Open Reaction Database (ORD), a public repository of structured organic reaction records. describe an organic reaction: reactants, conditions, products, and yield Reactants: CO, COC(=O)Cl, Cl, [K+], NCCCC1NC(=O)N(c2cccc(C(=O)O)c2)C1=O, [Na+], [OH-], O, O=S(=O)([O-])O. Product: COC(=O)NCCCC1NC(=O)N(c2cccc(C(=O)O)c2)C1=O. As a reaction SMILES: [CH3:35][OH:36].[Cl:22][C:23](=[O:24])[O:25][CH3:26].[ClH:1].[K+:34].[NH2:2][CH2:3][CH2:4][CH2:5][CH:6]1[C:7](=[O:21])[N:8]([c:12]2[cH:13][c:14]([C:15](=[O:16])[OH:17])[cH:18][cH:19][cH:20]2)[C:9](=[O:11])[NH:10]1.[Na+:28].[OH-:27].[OH2:37].[S:29]([O-:30])([OH:31])(=[O:32])=[O:33]>>[NH:2]([CH2:3][CH2:4][CH2:5][CH:6]1[C:7](=[O:21])[N:8]([c:12]2[cH:13][c:14]([C:15](=[O:16])[OH:17])[cH:18][cH:19][cH:20]2)[C:9](=[O:11])[NH:10]1)[C:23](=[O:24])[O:25][CH3:26]. Product: CCc1ccc(Cc2ccc(CC(N)=O)cc2OCc2ccccc2)cc1. As a reaction SMILES: [C:28]([O:29][C:30](=[O:31])[O:32][C:33]([CH3:34])([CH3:35])[CH3:36])([CH3:37])([CH3:38])[CH3:39].[C:40](=[O:41])([O-:42])[OH:43].[CH2:1]([c:2]1[cH:3][cH:4][cH:5][cH:6][cH:7]1)[O:8][c:9]1[cH:10][c:11]([CH2:24][C:25](=[O:26])[OH:27])[cH:12][cH:13][c:14]1[CH2:15][c:16]1[cH:17][cH:18][c:19]([CH2:22][CH3:23])[cH:20][cH:21]1.[ClH:45].[NH4+:44].[O:46]1[CH2:47][CH2:48][CH2:49][CH2:50]1.[cH:51]1[cH:52][cH:53][n:54][cH:55][cH:56]1>>[CH2:1]([c:2]1[cH:3][cH:4][cH:5][cH:6][cH:7]1)[O:8][c:9]1[cH:10][c:11]([CH2:24][C:25](=[O:27])[NH2:44])[cH:12][cH:13][c:14]1[CH2:15][c:16]1[cH:17][cH:18][c:19]([CH2:22][CH3:23])[cH:20][cH:21]1. Starting materials: CC(C)(C)OC(=O)OC(C)(C)C, O=C([O-])O, CCc1ccc(Cc2ccc(CC(=O)O)cc2OCc2ccccc2)cc1, Cl, [NH4+], C1CCOC1, c1ccncc1. The reactants are CO, [Na+], [OH-], CC(=O)SCP(c1ccccc1)c1ccccc1. Product: SCP(c1ccccc1)c1ccccc1. Reaction SMILES: [CH3:21][OH:22].[Na+:20].[OH-:19].[c:1]1([P:7]([c:8]2[cH:9][cH:10][cH:11][cH:12][cH:13]2)[CH2:14][S:15][C:16](=[O:17])[CH3:18])[cH:2][cH:3][cH:4][cH:5][cH:6]1>>[c:1]1([P:7]([c:8]2[cH:9][cH:10][cH:11][cH:12][cH:13]2)[CH2:14][SH:15])[cH:2][cH:3][cH:4][cH:5][cH:6]1. Reactants: C1CCOC1, CS(=O)(=O)Cl, CCO, CCN(C(C)C)C(C)C, [K+], [K+], O=C([O-])[O-], O, CCOC(=O)c1nc(C2CCCC(CO)O2)[nH]c(=O)c1O. Product: CCOC(=O)c1nc2n(c(=O)c1O)CC1CCCC2O1. RXN SMILES: [CH2:46]1[O:47][CH2:48][CH2:49][CH2:50]1.[CH3:22][S:23](=[O:24])(=[O:25])[Cl:26].[CH3:42][CH2:43][OH:44].[CH:27]([N:28]([CH:29]([CH3:30])[CH3:31])[CH2:32][CH3:33])([CH3:34])[CH3:35].[K+:36].[K+:37].[O-:38][C:39]([O-:40])=[O:41].[OH2:45].[OH:1][c:2]1[c:3]([C:17](=[O:18])[O:19][CH2:20][CH3:21])[n:4][c:5]([CH:9]2[O:10][CH:11]([CH2:15][OH:16])[CH2:12][CH2:13][CH2:14]2)[nH:6][c:7]1=[O:8]>>[OH:1][c:2]1[c:3]([C:17](=[O:18])[O:19][CH2:20][CH3:21])[n:4][c:5]2[n:6]([c:7]1=[O:8])[CH2:15][CH:11]1[O:10][CH:9]2[CH2:14][CH2:13][CH2:12]1. Reactants: COC(=O)C=1N(C(C2=CC=C(C=C2C1C1=CC=CC=C1)Br)=O)CC1=CC=C(C=C1)O (6-bromo-2-(4-hydroxybenzyl)-1-oxo-4-phenyl-1,2-dihydroisoquinoline-3-carboxylic acid methyl ester), C([O-])([O-])=O.[K+].[K+] (potassium carbonate), C(C)I (ethyl iodide). Solvent: CN(C)C=O (DMF). Product: COC(=O)C=1N(C(C2=CC=C(C=C2C1C1=CC=CC=C1)Br)=O)CC1=CC=C(C=C1)OCC (6-bromo-2-(4-ethoxybenzyl)-1-oxo-4-phenyl-1,2-dihydroisoquinoline-3-carboxylic acid methyl ester). As a reaction SMILES: [CH3:1][O:2][C:3]([C:5]1[N:6]([CH2:23][C:24]2[CH:29]=[CH:28][C:27]([OH:30])=[CH:26][CH:25]=2)[C:7](=[O:22])[C:8]2[C:13]([C:14]=1[C:15]1[CH:20]=[CH:19][CH:18]=[CH:17][CH:16]=1)=[CH:12][C:11]([Br:21])=[CH:10][CH:9]=2)=[O:4].C(=O)([O-])[O-].[K+].[K+].[CH2:37](I)[CH3:38]>CN(C=O)C>[CH3:1][O:2][C:3]([C:5]1[N:6]([CH2:23][C:24]2[CH:25]=[CH:26][C:27]([O:30][CH2:37][CH3:38])=[CH:28][CH:29]=2)[C:7](=[O:22])[C:8]2[C:13]([C:14]=1[C:15]1[CH:16]=[CH:17][CH:18]=[CH:19][CH:20]=1)=[CH:12][C:11]([Br:21])=[CH:10][CH:9]=2)=[O:4] |f:1.2.3|. Procedure details: To a mixture of 6-bromo-2-(4-hydroxybenzyl)-1-oxo-4-phenyl-1,2-dihydroisoquinoline-3-carboxylic acid methyl ester (200 mg), potassium carbonate (89 mg) and DMF (4.0 ml) was added ethyl iodide (41 μl) at room temperature with stirring, and the mixture was stirred at room temperature for 12 hrs. The reaction mixture was concentrated, and the residue was partitioned between ethyl acetate and water. The organic layer was dried over magnesium sulfate and concentrated. The residue was purified by medi... Starting materials: CCOC(=O)c1cnc2cc(Cl)ccc2c1Nc1ccc(C(=O)NC2CCN(Cc3ccccc3)CC2)cc1, CO, Cl, [Na+], [OH-]. Product: O=C(NC1CCN(Cc2ccccc2)CC1)c1ccc(Nc2c(C(=O)O)cnc3cc(Cl)ccc23)cc1. RXN SMILES: [CH2:1]([CH3:2])[O:3][C:4](=[O:5])[c:6]1[cH:7][n:8][c:9]2[cH:10][c:11]([Cl:39])[cH:12][cH:13][c:14]2[c:15]1[NH:16][c:17]1[cH:18][cH:19][c:20]([C:23](=[O:24])[NH:25][CH:26]2[CH2:27][CH2:28][N:29]([CH2:32][c:33]3[cH:34][cH:35][cH:36][cH:37][cH:38]3)[CH2:30][CH2:31]2)[cH:21][cH:22]1.[CH3:43][OH:44].[ClH:42].[Na+:41].[OH-:40]>>[O:3]=[C:4]([OH:5])[c:6]1[cH:7][n:8][c:9]2[cH:10][c:11]([Cl:39])[cH:12][cH:13][c:14]2[c:15]1[NH:16][c:17]1[cH:18][cH:19][c:20]([C:23](=[O:24])[NH:25][CH:26]2[CH2:27][CH2:28][N:29]([CH2:32][c:33]3[cH:34][cH:35][cH:36][cH:37][cH:38]3)[CH2:30][CH2:31]2)[cH:21][cH:22]1. Starting materials: CCOC(C)=O, C=CC1(C2(C)OCCO2)CC1, [H][H], O=[Pt]=O. The product is CCC1(C2(C)OCCO2)CC1. RXN SMILES: [CH3:14][CH2:15][O:16][C:17](=[O:18])[CH3:19].[CH:1](=[CH2:2])[C:3]1([C:6]2([CH3:11])[O:7][CH2:8][CH2:9][O:10]2)[CH2:4][CH2:5]1.[H:12][H:13].[Pt:20](=[O:21])=[O:22]>>[CH2:1]([CH3:2])[C:3]1([C:6]2([CH3:11])[O:7][CH2:8][CH2:9][O:10]2)[CH2:4][CH2:5]1. The product is FC1=CC=C(C=C1)C1=CC=2N(C3=CC(=CC=C13)SC=1C=C(C=CC1)C1(CCOCC1)C#N)CC(N2)=O (4-{3-[5-(4-Fluoro-phenyl)-2-oxo-1,2-dihydro-imidazo[1,2-a]quinolin-8-ylsulfanyl]-phenyl}-tetrahydro-pyran-4-carbonitrile). Reported procedure: To 3e (120 mg, 0.26 mmol) in CH2Cl2 (3 mL) was added iPr2NEt (0.12 mL, 0.66 mmol), followed by chloroacetyl chloride (0.03 mL, 0.40 mmol), and the reaction was stirred at room temperature. Once complete, the reaction was diluted with water, and the aqueous layer was extracted with CH2Cl2. The combined organic layers were dried over MgSO4, filtered, and concentrated, and the residue was dissolved in C2H4Cl2. iPr2NEt (0.12 mL, 0.66 mol) was added, and the reaction was sealed and heated to 80° C. o... Run in C(Cl)Cl (CH2Cl2), O (water). Reactants: NC1=NC2=CC(=CC=C2C(=C1)C1=CC=C(C=C1)F)SC=1C=C(C=CC1)C1(CCOCC1)C#N (4-{3-[2-Amino-4-(4-fluoro-phenyl)-quinolin-7-ylsulfanyl]-phenyl}-tetrahydro-pyran-4-carbonitrile), CCN(C(C)C)C(C)C (iPr2NEt), CCN(C(C)C)C(C)C (iPr2NEt), ClCC(=O)Cl (chloroacetyl chloride). Reaction SMILES: [NH2:1][C:2]1[CH:11]=[C:10]([C:12]2[CH:17]=[CH:16][C:15]([F:18])=[CH:14][CH:13]=2)[C:9]2[C:4](=[CH:5][C:6]([S:19][C:20]3[CH:21]=[C:22]([C:26]4([C:32]#[N:33])[CH2:31][CH2:30][O:29][CH2:28][CH2:27]4)[CH:23]=[CH:24][CH:25]=3)=[CH:7][CH:8]=2)[N:3]=1.CCN(C(C)C)C(C)C.Cl[CH2:44][C:45](Cl)=[O:46]>C(Cl)Cl.O>[F:18][C:15]1[CH:16]=[CH:17][C:12]([C:10]2[C:9]3[C:4](=[CH:5][C:6]([S:19][C:20]4[CH:21]=[C:22]([C:26]5([C:32]#[N:33])[CH2:27][CH2:28][O:29][CH2:30][CH2:31]5)[CH:23]=[CH:24][CH:25]=4)=[CH:7][CH:8]=3)[N:3]3[CH2:44][C:45](=[O:46])[N:1]=[C:2]3[CH:11]=2)=[CH:13][CH:14]=1. Reactants: ClCCCl, CS(N)(=O)=O, CN(C)c1ccncc1, Cl, CNC(=O)c1c(-c2ccc(F)cc2)oc2ccc(-c3cccc(C(=O)O)c3)cc12, CN(C)C=O. Yields the product CNC(=O)c1c(-c2ccc(F)cc2)oc2ccc(-c3cccc(C(=O)NS(C)(=O)=O)c3)cc12. Reaction SMILES: [CH2:30]([Cl:31])[CH2:32][Cl:33].[CH3:35][S:36](=[O:37])(=[O:38])[NH2:39].[CH3:40][N:41]([c:42]1[cH:43][cH:44][n:45][cH:46][cH:47]1)[CH3:48].[ClH:34].[F:1][c:2]1[cH:3][cH:4][c:5](-[c:8]2[o:9][c:10]3[c:11]([c:12]2[C:13]([NH:14][CH3:15])=[O:16])[cH:17][c:18](-[c:21]2[cH:22][c:23]([C:24](=[O:25])[OH:26])[cH:27][cH:28][cH:29]2)[cH:19][cH:20]3)[cH:6][cH:7]1.[O:49]=[CH:50][N:51]([CH3:52])[CH3:53]>>[F:1][c:2]1[cH:3][cH:4][c:5](-[c:8]2[o:9][c:10]3[c:11]([c:12]2[C:13]([NH:14][CH3:15])=[O:16])[cH:17][c:18](-[c:21]2[cH:22][c:23]([C:24](=[O:25])[NH:39][S:36]([CH3:35])(=[O:37])=[O:38])[cH:27][cH:28][cH:29]2)[cH:19][cH:20]3)[cH:6][cH:7]1. Reactants: [OH-].[Li+] (Lithium hydroxide), FC1=C(C(=O)OC)C=CC(=C1)C(C)OC1=CC=CC=C1 (methyl 2-fluoro-4-(1-phenoxyethyl)benzoate). Solvent: O1CCCC1 (tetrahydrofuran), C1(CC(C(CC1)C(C)C)O)C (menthol), O (water). Conditions: time 1 hour. Yields the product FC1=C(C(=O)O)C=CC(=C1)C(C)OC1=CC=CC=C1 (2-fluoro-4-(1-phenoxyethyl)benzoic acid). Yield: 71.4%. RXN SMILES: [OH-].[Li+].[F:3][C:4]1[CH:13]=[C:12]([CH:14]([O:16][C:17]2[CH:22]=[CH:21][CH:20]=[CH:19][CH:18]=2)[CH3:15])[CH:11]=[CH:10][C:5]=1[C:6]([O:8]C)=[O:7]>O1CCCC1.C1(C)CCC(C(C)C)C(O)C1.O>[F:3][C:4]1[CH:13]=[C:12]([CH:14]([O:16][C:17]2[CH:22]=[CH:21][CH:20]=[CH:19][CH:18]=2)[CH3:15])[CH:11]=[CH:10][C:5]=1[C:6]([OH:8])=[O:7] |f:0.1|. Procedure details: To a solution of Lithium hydroxide (420 mg, 10.2 mmol) in tetrahydrofuran, menthol and water (20 mL, 3:1:1, V/V) was added methyl 2-fluoro-4-(1-phenoxyethyl)benzoate (600 mg, 2.42 mmol). The reaction mixture was stirred at room temperature for 1 h. The mixture was quench with 10% hydrochloric acid (aqueous), extracted with dichloromethane and menthol (30 mL, 10:1), the combine organic layer was dried with anhydrous sodium sulfate, filtered and evaporated to give product 2-fluoro-4-(1-phenoxyethy...